From a dataset of the Open Reaction Database (ORD), a public repository of structured organic reaction records. describe an organic reaction: reactants, conditions, products, and yield The reactants are [OH-].[Na+] (NaOH), C1(CC1)N (Cyclopropylamine), ClC1=C(C=C(CNC(CC)=O)C=C1)C=O (N-(4-chloro-3-formyl-benzyl)-propionamide), [BH4-].[Na+] (NaBH4). Run in CO (MeOH). Reaction conditions: time 8 hour. The product is ClC1=C(C=C(CNC(CC)=O)C=C1)CNC1CC1 (N-(4-Chloro-3-cyclopropylaminomethyl-benzyl)-propionamide). Yield: 81.2%. RXN SMILES: [CH:1]1([NH2:4])[CH2:3][CH2:2]1.[Cl:5][C:6]1[CH:17]=[CH:16][C:9]([CH2:10][NH:11][C:12](=[O:15])[CH2:13][CH3:14])=[CH:8][C:7]=1[CH:18]=O.[BH4-].[Na+].[OH-].[Na+]>CO>[Cl:5][C:6]1[CH:17]=[CH:16][C:9]([CH2:10][NH:11][C:12](=[O:15])[CH2:13][CH3:14])=[CH:8][C:7]=1[CH2:18][NH:4][CH:1]1[CH2:3][CH2:2]1 |f:2.3,4.5|. Procedure: Cyclopropylamine (1.28 mL, 18.2 mmol) was added to a sol. of N-(4-chloro-3-formyl-benzyl)-propionamide (2.74 g, 12.1 mmol) in MeOH (42 mL). The mixture was stirred overnight, and NaBH4 (918 mg, 24.3 mmol) was added in portions. The mixture was stirred for 4 h, and aq. 1M NaOH (70 mL) was added. The solvents were partially removed under reduced pressure, and the aq. residue was extracted with EtOAc (2×). The combined org. extracts were washed with brine, dried over MgSO4, filtered, and the solven... The reactants are Stannous chloride, Cl (hydrochloric acid), [N+](=O)([O-])C1=C(CCBr)C=CC=C1 (2-nitrophenethyl bromide). The product is NC1=C(CCBr)C=CC=C1 (2-aminophenethyl bromide). RXN SMILES: Cl.[N+:2]([C:5]1[CH:13]=[CH:12][CH:11]=[CH:10][C:6]=1[CH2:7][CH2:8][Br:9])([O-])=O>>[NH2:2][C:5]1[CH:13]=[CH:12][CH:11]=[CH:10][C:6]=1[CH2:7][CH2:8][Br:9]. Procedure details: Stannous chloride and conc. hydrochloric acid are added to 2-nitrophenethyl bromide to obtain 2-aminophenethyl bromide and a cyclization of 2-aminophenethyl bromide is carried out to obtain the indolines (J. of the American Chemical Society Vol. 63, page 1563 (1941)).